This data is from the Open Reaction Database (ORD), a public repository of structured organic reaction records. The task is: describe an organic reaction: reactants, conditions, products, and yield The reactants are [BH4-], CC(C)(C)OC(=O)N1CCC(C)(C(=O)CC#N)CC1, CO, [Na+]. Product: CC(C)(C)OC(=O)N1CCC(C)(C(O)CC#N)CC1. Reaction SMILES: [BH4-:20].[C:1]([CH3:2])([CH3:3])([CH3:4])[O:5][C:6](=[O:7])[N:8]1[CH2:9][CH2:10][C:11]([CH3:14])([C:15]([CH2:16][C:17]#[N:18])=[O:19])[CH2:12][CH2:13]1.[CH3:22][OH:23].[Na+:21]>>[C:1]([CH3:2])([CH3:3])([CH3:4])[O:5][C:6](=[O:7])[N:8]1[CH2:9][CH2:10][C:11]([CH3:14])([CH:15]([CH2:16][C:17]#[N:18])[OH:19])[CH2:12][CH2:13]1. Reactants: CC(C)(C)OC(=O)NCCCCN, CCOC(=O)c1cccc(Nc2nccc(-c3sc(Cl)nc3C(F)(F)F)n2)c1, CC#N, CCN(C(C)C)C(C)C. The product is CCOC(=O)c1cccc(Nc2nccc(-c3sc(NCCCCNC(=O)OC(C)(C)C)nc3C(F)(F)F)n2)c1. As a reaction SMILES: [C:10]([CH3:11])([CH3:12])([CH3:13])[O:14][C:15](=[O:16])[NH:17][CH2:18][CH2:19][CH2:20][CH2:21][NH2:22].[CH2:23]([CH3:24])[O:25][C:26](=[O:27])[c:28]1[cH:29][c:30]([NH:34][c:35]2[n:36][cH:37][cH:38][c:39](-[c:41]3[c:42]([C:47]([F:48])([F:49])[F:50])[n:43][c:44]([Cl:46])[s:45]3)[n:40]2)[cH:31][cH:32][cH:33]1.[CH3:51][C:52]#[N:53].[CH:1]([N:2]([CH:3]([CH3:4])[CH3:5])[CH2:6][CH3:7])([CH3:8])[CH3:9]>>[C:10]([CH3:11])([CH3:12])([CH3:13])[O:14][C:15](=[O:16])[NH:17][CH2:18][CH2:19][CH2:20][CH2:21][NH:22][c:44]1[n:43][c:42]([C:47]([F:48])([F:49])[F:50])[c:41](-[c:39]2[cH:38][cH:37][n:36][c:35]([NH:34][c:30]3[cH:29][c:28]([C:26]([O:25][CH2:23][CH3:24])=[O:27])[cH:33][cH:32][cH:31]3)[n:40]2)[s:45]1. Reactants: CS(=O)(=O)OS(C)(=O)=O, CC#N, ClCCl, COc1ccc(Cc2nc3c(N)nc4ccccc4c3n2CCCCN)cc1. Yields the product COc1ccc(Cc2nc3c(N)nc4ccccc4c3n2CCCCNS(C)(=O)=O)cc1. As a reaction SMILES: [CH3:1][S:2](=[O:3])([O:5][S:4]([CH3:6])(=[O:7])=[O:8])=[O:9].[CH3:41][C:42]#[N:43].[Cl:38][CH2:39][Cl:40].[NH2:10][CH2:11][CH2:12][CH2:13][CH2:14][n:15]1[c:16]([CH2:29][c:30]2[cH:31][cH:32][c:33]([O:36][CH3:37])[cH:34][cH:35]2)[n:17][c:18]2[c:19]([NH2:28])[n:20][c:21]3[cH:22][cH:23][cH:24][cH:25][c:26]3[c:27]12>>[CH3:1][S:2](=[O:3])(=[O:5])[NH:10][CH2:11][CH2:12][CH2:13][CH2:14][n:15]1[c:16]([CH2:29][c:30]2[cH:31][cH:32][c:33]([O:36][CH3:37])[cH:34][cH:35]2)[n:17][c:18]2[c:19]([NH2:28])[n:20][c:21]3[cH:22][cH:23][cH:24][cH:25][c:26]3[c:27]12. The reactants are OC1=NC(=NC(=C1)C)SC (4-Hydroxy-6-methyl-2-(methylthio)pyrimidine), P(=O)(Cl)(Cl)Cl (phosphorous oxychloride). The product is ClC1=NC(=NC(=C1)C)SC (4-chloro-6-methyl-2-(methylthio)pyrimidine). Yield: 80.0%. As a reaction SMILES: O[C:2]1[CH:7]=[C:6]([CH3:8])[N:5]=[C:4]([S:9][CH3:10])[N:3]=1.P(Cl)(Cl)([Cl:13])=O>>[Cl:13][C:2]1[CH:7]=[C:6]([CH3:8])[N:5]=[C:4]([S:9][CH3:10])[N:3]=1. Reported procedure: 4-Hydroxy-6-methyl-2-(methylthio)pyrimidine (9.20 g, 59 mmol) and phosphorous oxychloride (60 mL) were combined and refluxed for 3 hours. The reaction mixture was cooled to room temperature and poured onto crushed ice. The resultant aqueous mixture was extracted with ethyl acetate; and the organic layer washed with saturated aqueous sodium bicarbonate followed by a water wash, dried over magnesium sulfate, and dried in vacuo to give 4-chloro-6-methyl-2-(methylthio)pyrimidine (8.27 g, 80%), m.p. ...